This data is from the Open Reaction Database (ORD), a public repository of structured organic reaction records. The task is: describe an organic reaction: reactants, conditions, products, and yield Starting materials: C1(CCCC1)CNC(=O)C=1C(=NC(=NC1)Cl)C(F)(F)F (2-Chloro-4-trifluoromethyl-pyrimidine-5-carboxylic acid cyclopentylmethyl-amide), ClC1=C(N)C=C(C=C1)F (2-chloro-5-fluoroaniline). Run in O1CCOCC1 (1,4-dioxan). The product is C1(CCCC1)CNC(=O)C=1C(=NC(=NC1)NC1=C(C=CC(=C1)F)Cl)C(F)(F)F (2-(2-Chloro-5-fluoro-phenylamino)-4-trifluoromethyl-pyrimidine-5-carboxylic acid cyclopentylmethyl-amide). Yield: 25.8%. As a reaction SMILES: [CH:1]1([CH2:6][NH:7][C:8]([C:10]2[C:11]([C:17]([F:20])([F:19])[F:18])=[N:12][C:13](Cl)=[N:14][CH:15]=2)=[O:9])[CH2:5][CH2:4][CH2:3][CH2:2]1.[Cl:21][C:22]1[CH:28]=[CH:27][C:26]([F:29])=[CH:25][C:23]=1[NH2:24]>O1CCOCC1>[CH:1]1([CH2:6][NH:7][C:8]([C:10]2[C:11]([C:17]([F:20])([F:19])[F:18])=[N:12][C:13]([NH:24][C:23]3[CH:25]=[C:26]([F:29])[CH:27]=[CH:28][C:22]=3[Cl:21])=[N:14][CH:15]=2)=[O:9])[CH2:5][CH2:4][CH2:3][CH2:2]1. Procedure details: 2-Chloro-4-trifluoromethyl-pyrimidine-5-carboxylic acid cyclopentylmethyl-amide (100 mg Example 183a), 2-chloro-5-fluoroaniline (ex-Fluorochem, 237 mg), and 1,4-dioxan (1 ml) were stirred at 100° C. under nitrogen for 18 h. The cooled reaction mixture was evaporated in vacuo, treated with ethyl acetate (5 ml), washed with aqueous 2M hydrochloric acid (2×3 ml), followed by water (2×3 ml), and dried (Na2SO4). The solution was evaporated in vacuo and the residue purified by mass directed auto-prepa... Starting materials: FC1=C(C=C(C=C1)C1=NC=CC=C1C=1C=CC=2N(C1)C(=NC2)C(=O)OCC)C (Ethyl 6-(2-(4-fluoro-3-methylphenyl)pyridin-3-yl)imidazo[1,5-a]pyridine-3-carboxylate), O[Li].O (LiOH.H2O). The solvent is C1CCOC1.O (THF H2O). The product is FC1=C(C=C(C=C1)C1=NC=CC=C1C=1C=CC=2N(C1)C(=NC2)C(=O)O)C (6-(2-(4-Fluoro-3-methylphenyl)pyridin-3-yl)imidazo[1,5-a]pyridine-3-carboxylic acid). The yield is 77.2%. RXN SMILES: [F:1][C:2]1[CH:7]=[CH:6][C:5]([C:8]2[C:13]([C:14]3[CH:15]=[CH:16][C:17]4[N:18]([C:20]([C:23]([O:25]CC)=[O:24])=[N:21][CH:22]=4)[CH:19]=3)=[CH:12][CH:11]=[CH:10][N:9]=2)=[CH:4][C:3]=1[CH3:28].O[Li].O>C1COCC1.O>[F:1][C:2]1[CH:7]=[CH:6][C:5]([C:8]2[C:13]([C:14]3[CH:15]=[CH:16][C:17]4[N:18]([C:20]([C:23]([OH:25])=[O:24])=[N:21][CH:22]=4)[CH:19]=3)=[CH:12][CH:11]=[CH:10][N:9]=2)=[CH:4][C:3]=1[CH3:28] |f:1.2,3.4|. Procedure: Ethyl 6-(2-(4-fluoro-3-methylphenyl)pyridin-3-yl)imidazo[1,5-a]pyridine-3-carboxylate (2.1 g) and LiOH.H2O (400 mg) were stirred in THF/H2O (1:1, 60 mL) at 70° C. for 2 h. The reaction mixture was concentrated to dryness and diluted the pale yellow solid with water. The resulting semi-heterogeneous suspension was cooled in ice-bath, stirred and neutralized with aq. 3N HCl to pH 6. The solid aggregate was collected by filtration on Buchner funnel, washed with water and suction dried. Further proc... RXN SMILES: [O:1]=[C:2]([CH2:9][CH2:10][N:11]1[C:15](=[O:16])[C:14]2=[CH:17][CH:18]=[CH:19][CH:20]=[C:13]2[C:12]1=[O:21])[CH2:3][C:4]([O:6][CH2:7][CH3:8])=[O:5].O.[C:23]1(C)C=CC(S(O)(=O)=O)=CC=1>C(O)C=C>[O:1]=[C:2]([CH2:9][CH2:10][N:11]1[C:15](=[O:16])[C:14]2=[CH:17][CH:18]=[CH:19][CH:20]=[C:13]2[C:12]1=[O:21])[CH2:3][C:4]([O:6][CH2:7][CH:8]=[CH2:23])=[O:5] |f:1.2|. Solvent: C(C=C)O (allyl alcohol). The reactants are O=C(CC(=O)OCC)CCN1C(C=2C(C1=O)=CC=CC2)=O (ethyl 3-oxo-5-phthalimidopentanoate), O.C1(=CC=C(C=C1)S(=O)(=O)O)C (p-toluenesulphonic acid hydrate). The product is O=C(CC(=O)OCC=C)CCN1C(C=2C(C1=O)=CC=CC2)=O (Allyl 3-oxo-5-phthalimidopentanoate). Procedure details: A solution of 2.89 g (10.0 mmol) of ethyl 3-oxo-5-phthalimidopentanoate in 14 ml of allyl alcohol was heated at 80° C. in the presence of catalytic amounts of p-toluenesulphonic acid hydrate for 3 days. The solvent was then evaporated in vacuo and the residue was purified by chromatography on 170 g of silica gel (toluene:ethyl acetate 4:1). The title compound was obtained as colorless crystals, melting point: 53°-55° C., Rf: 0.40 (toluene:ethyl acetate 4:1).